Dataset: the Open Reaction Database (ORD), a public repository of structured organic reaction records. Task: describe an organic reaction: reactants, conditions, products, and yield Reactants: Cl, Cl, O=C(O)CNS(=O)(=O)c1cccc(C(F)(F)F)c1, COCc1cnc(C2(O)CCC(N3CCC(N)C3)CC2)s1, CN(C)C=O. Product: COCc1cnc(C2(O)CCC(N3CCC(NC(=O)CNS(=O)(=O)c4cccc(C(F)(F)F)c4)C3)CC2)s1. RXN SMILES: [ClH:19].[ClH:20].[F:1][C:2]([c:3]1[cH:4][c:5]([S:9](=[O:10])(=[O:11])[NH:12][CH2:13][C:14](=[O:15])[OH:16])[cH:6][cH:7][cH:8]1)([F:17])[F:18].[NH2:21][CH:22]1[CH2:23][N:24]([CH:27]2[CH2:28][CH2:29][C:30]([OH:33])([c:34]3[s:35][c:36]([CH2:39][O:40][CH3:41])[cH:37][n:38]3)[CH2:31][CH2:32]2)[CH2:25][CH2:26]1.[O:42]=[CH:43][N:44]([CH3:45])[CH3:46]>>[F:1][C:2]([c:3]1[cH:4][c:5]([S:9](=[O:10])(=[O:11])[NH:12][CH2:13][C:14](=[O:16])[NH:21][CH:22]2[CH2:23][N:24]([CH:27]3[CH2:28][CH2:29][C:30]([OH:33])([c:34]4[s:35][c:36]([CH2:39][O:40][CH3:41])[cH:37][n:38]4)[CH2:31][CH2:32]3)[CH2:25][CH2:26]2)[cH:6][cH:7][cH:8]1)([F:17])[F:18]. As a reaction SMILES: [C:54](=[O:55])([OH:56])[O-:57].[CH2:25]([CH3:26])[C:27]([CH2:28][CH3:29])([c:30]1[cH:31][c:32]([CH3:44])[c:33]([CH:36]=[CH:37][C:38]([CH2:39][CH3:40])([OH:41])[CH2:42][CH3:43])[cH:34][cH:35]1)[c:45]1[cH:46][c:47]([CH3:53])[c:48]([OH:52])[c:49]([CH3:51])[cH:50]1.[CH:1]([N:2]([CH:3]([CH3:4])[CH3:5])[CH2:6][CH3:7])([CH3:8])[CH3:9].[Cl:59][CH2:60][Cl:61].[F:10][C:11]([F:12])([F:13])[S:14](=[O:15])(=[O:16])[O:17][S:18]([C:19]([F:20])([F:21])[F:22])(=[O:23])=[O:24].[Na+:58]>>[F:10][C:11]([F:12])([F:13])[S:14](=[O:15])(=[O:16])[O:17][c:48]1[c:47]([CH3:53])[cH:46][c:45]([C:27]([CH2:25][CH3:26])([CH2:28][CH3:29])[c:30]2[cH:31][c:32]([CH3:44])[c:33]([CH:36]=[CH:37][C:38]([CH2:39][CH3:40])([OH:41])[CH2:42][CH3:43])[cH:34][cH:35]2)[cH:50][c:49]1[CH3:51]. Product: CCC(O)(C=Cc1ccc(C(CC)(CC)c2cc(C)c(OS(=O)(=O)C(F)(F)F)c(C)c2)cc1C)CC. The reactants are O=C([O-])O, CCC(O)(C=Cc1ccc(C(CC)(CC)c2cc(C)c(O)c(C)c2)cc1C)CC, CCN(C(C)C)C(C)C, ClCCl, O=S(=O)(OS(=O)(=O)C(F)(F)F)C(F)(F)F, [Na+]. Starting materials: CCOc1cccc(Nc2cc(C(C)(C)C)c(O)c(C(C)(C)C)c2)c1, Cl, [Na+], O=C1CCC(=O)O1, [OH-], O. Yields the product CCOc1cccc(N(C(=O)CCC(=O)O)c2cc(C(C)(C)C)c(O)c(C(C)(C)C)c2)c1. RXN SMILES: [C:1]([CH3:2])([CH3:3])([CH3:4])[c:5]1[c:6]([OH:25])[c:7]([C:21]([CH3:22])([CH3:23])[CH3:24])[cH:8][c:9]([NH:11][c:12]2[cH:13][c:14]([O:18][CH2:19][CH3:20])[cH:15][cH:16][cH:17]2)[cH:10]1.[ClH:35].[Na+:34].[O:26]=[C:27]1[CH2:28][CH2:29][C:30](=[O:31])[O:32]1.[OH-:33].[OH2:36]>>[C:1]([CH3:2])([CH3:3])([CH3:4])[c:5]1[c:6]([OH:25])[c:7]([C:21]([CH3:22])([CH3:23])[CH3:24])[cH:8][c:9]([N:11]([c:12]2[cH:13][c:14]([O:18][CH2:19][CH3:20])[cH:15][cH:16][cH:17]2)[C:30]([CH2:29][CH2:28][C:27](=[O:26])[OH:32])=[O:31])[cH:10]1.